This data is from the Open Reaction Database (ORD), a public repository of structured organic reaction records. The task is: describe an organic reaction: reactants, conditions, products, and yield Reactants: C=CCCC=CCC (1,5-octadiene), CC(=C)[C@@H]1[C@H](C(N1C(CC1=CC=C(C=C1)OC)CC1=CC=C(C=C1)OC)=O)[C@@H](C)OC(=O)OCC1=CC=CC=C1 ((3S,4S)-4-(1-methylethenyl)-3-(1-(R)-benzyloxycarbonyloxyethyl)-1-di(p-anisyl)methyl-2-azetidinone), [BH4-].[Na+] (sodium borohydride), B(F)(F)F.CCOCC (boron trifluoride-etherate), resultant mixture. Procedure: To a solution of sodium borohydride (0.32 g) in dry tetrahydrofuran (40 ml) was added dropwise boron trifluoride-etherate (1.81 g) at 10°-20° C. under nitrogen gas, and the resultant mixture was stirred for 1 hour. After addition of 1,5-octadiene (1.21 g) and stirring for 1 hour, a solution of (3S,4S)-4-(1-methylethenyl)-3-(1-(R)-benzyloxycarbonyloxyethyl)-1-di(p-anisyl)methyl-2-azetidinone (2.63 g) in dry tetrahydrofuran (10 ml) was dropwise added thereto at 20°-25° C. over a period of 1 hour, ... Product: OC[C@@H](C)[C@@H]1[C@H](C(N1C(CC1=CC=C(C=C1)OC)CC1=CC=C(C=C1)OC)=O)[C@@H](C)OC(=O)OCC1=CC=CC=C1 ((3S,4R) 4-(1-(S)-hydroxymethylethyl)-3-(1-(R)-benzyloxycarbonyloxyethyl)-1-di(p-anisyl)methyl-2-azetidinone). The solvent is O1CCCC1 (tetrahydrofuran), O1CCCC1 (tetrahydrofuran). Isolated yield 69.2%. Conditions: time 1 hour. RXN SMILES: [BH4-].[Na+].B(F)(F)F.CC[O:9]CC.C=CCCC=CCC.[CH3:20][C:21]([C@H:23]1[N:26]([CH:27]([CH2:37][C:38]2[CH:43]=[CH:42][C:41]([O:44][CH3:45])=[CH:40][CH:39]=2)[CH2:28][C:29]2[CH:34]=[CH:33][C:32]([O:35][CH3:36])=[CH:31][CH:30]=2)[C:25](=[O:46])[C@@H:24]1[C@H:47]([O:49][C:50]([O:52][CH2:53][C:54]1[CH:59]=[CH:58][CH:57]=[CH:56][CH:55]=1)=[O:51])[CH3:48])=[CH2:22]>O1CCCC1>[OH:9][CH2:22][C@H:21]([C@H:23]1[N:26]([CH:27]([CH2:28][C:29]2[CH:30]=[CH:31][C:32]([O:35][CH3:36])=[CH:33][CH:34]=2)[CH2:37][C:38]2[CH:43]=[CH:42][C:41]([O:44][CH3:45])=[CH:40][CH:39]=2)[C:25](=[O:46])[C@@H:24]1[C@H:47]([O:49][C:50]([O:52][CH2:53][C:54]1[CH:55]=[CH:56][CH:57]=[CH:58][CH:59]=1)=[O:51])[CH3:48])[CH3:20] |f:0.1,2.3|. Starting materials: OC1=C(C(=O)OC)C=CC=C1NC(C1=CC=C(C=C1)C1=CC=NC=C1)=O (methyl 2-hydroxy-3-(4-(pyridin-4-yl)benzamido)benzoate), C([O-])(O)=O.[Na+] (sodium bicarbonate). Solvent: C(CC)(=O)O (propionic acid). Product: N1=CC=C(C=C1)C1=CC=C(C=C1)C=1OC2=C(N1)C=CC=C2C(=O)OC (methyl 2-(4-(pyridin-4-yl)phenyl)benzo[d]oxazole-7-carboxylate). The yield is 16.1%. RXN SMILES: O[C:2]1[C:11]([NH:12][C:13](=[O:26])[C:14]2[CH:19]=[CH:18][C:17]([C:20]3[CH:25]=[CH:24][N:23]=[CH:22][CH:21]=3)=[CH:16][CH:15]=2)=[CH:10][CH:9]=[CH:8][C:3]=1[C:4]([O:6][CH3:7])=[O:5].C(=O)(O)[O-].[Na+]>C(O)(=O)CC>[N:23]1[CH:24]=[CH:25][C:20]([C:17]2[CH:16]=[CH:15][C:14]([C:13]3[O:26][C:2]4[C:3]([C:4]([O:6][CH3:7])=[O:5])=[CH:8][CH:9]=[CH:10][C:11]=4[N:12]=3)=[CH:19][CH:18]=2)=[CH:21][CH:22]=1 |f:1.2|. Reported procedure: A mixture of methyl 2-hydroxy-3-(4-(pyridin-4-yl)benzamido)benzoate (1.04 g, 3 mmol) in propionic acid (50 mL) was stirred at reflux for 3 days. Then the mixture was adjusted to pH=7 by sodium bicarbonate. The mixture was extracted with ethyl acetate. The organic phase was washed with saturated sodium bicarbonate, brine, dried with anhydrous sodium sulfate. The solvent was removed under reduced pressure. The crude products was purified by chromatography (petroleum ether/ethyl acetate=20:1 to 5:1...